Dataset: the Open Reaction Database (ORD), a public repository of structured organic reaction records. Task: describe an organic reaction: reactants, conditions, products, and yield Starting materials: ClC=1C=C2C(C(NC2=C(C1)C(C1=CC=C(C=C1)F)=O)=O)SC (5-chloro-7-(4-fluorobenzoyl)-3-methylthioindolin-2-one). Reagents/catalysts: [Ni] (Raney nickel). Run in O1CCCC1 (tetrahydrofuran). Product: ClC=1C=C2CC(NC2=C(C1)C(C1=CC=C(C=C1)F)=O)=O (5-Chloro-7-(4-fluorobenzoyl)indolin-2-one). Isolated yield 76.6%. RXN SMILES: [Cl:1][C:2]1[CH:3]=[C:4]2[C:8](=[C:9]([C:11](=[O:19])[C:12]3[CH:17]=[CH:16][C:15]([F:18])=[CH:14][CH:13]=3)[CH:10]=1)[NH:7][C:6](=[O:20])[CH:5]2SC>O1CCCC1.[Ni]>[Cl:1][C:2]1[CH:3]=[C:4]2[C:8](=[C:9]([C:11](=[O:19])[C:12]3[CH:13]=[CH:14][C:15]([F:18])=[CH:16][CH:17]=3)[CH:10]=1)[NH:7][C:6](=[O:20])[CH2:5]2. Procedure details: A slurry of 30.5 g (0.091 mol) of 5-chloro-7-(4-fluorobenzoyl)-3-methylthioindolin-2-one in 2.5 l of tetrahydrofuran was stirred vigorously and treated with 285 g of wet Raney nickel for 6 minutes. The mixture was filtered and the filter cake obtained was washed with 200 ml of tetrahydrofuran. The resulting filtrate was evaporated to leave 20.2 g of residue. This residue was recrystallized from acetone to give 16.8 g (64%) of the titled compound as white, fluffy needles, mp. 222°-225° C. The reactants are IC=1C(=NNC1)C(C(F)(F)F)(F)F (4-Iodo-3-pentafluoroethyl-1H-pyrazole), IC(C(F)(F)F)(F)F (iodopentafluoroethane). The reagents and catalysts are [Cu] (copper). Run in CN(C)C=O (DMF). Run at temperature 122.5 celsius, time 8 hour. Product: FC(C(F)(F)F)(C1=NNC=C1C(C(F)(F)F)(F)F)F (3,4-bis-pentafluoroethyl-1H-pyrazole). The yield is 9.9%. As a reaction SMILES: I[C:2]1[C:3]([C:7]([F:13])([F:12])[C:8]([F:11])([F:10])[F:9])=[N:4][NH:5][CH:6]=1.I[C:15]([F:21])([F:20])[C:16]([F:19])([F:18])[F:17]>[Cu].CN(C=O)C>[F:12][C:7]([F:13])([C:3]1[C:2]([C:15]([F:21])([F:20])[C:16]([F:19])([F:18])[F:17])=[CH:6][NH:5][N:4]=1)[C:8]([F:11])([F:10])[F:9]. Procedure: 4-Iodo-3-pentafluoroethyl-1H-pyrazole (12.48 g), copper powder (7.63 g), iodopentafluoroethane (29.50 g) and DMF (60 ml) were set in an autoclave and heated and stirred for 8 hours, maintaining the inside temperature of 120-125° C. After cooling to room temperature, the insoluble material was filtered off through Celite and washed with diethyl ether. The filtrate was diluted with water and extracted with diethyl ether. The organic phase was washed with water and dried over sodium sulfate, and co... Reactants: O=C(CBr)OCc1ccccc1, c1ccc(P(c2ccccc2)c2ccccc2)cc1, c1ccccc1. Yields the product O=C(C=P(c1ccccc1)(c1ccccc1)c1ccccc1)OCc1ccccc1. Reaction SMILES: [Br:1][CH2:2][C:3](=[O:4])[O:5][CH2:6][c:7]1[cH:8][cH:9][cH:10][cH:11][cH:12]1.[c:13]1([P:19]([c:20]2[cH:21][cH:22][cH:23][cH:24][cH:25]2)[c:26]2[cH:27][cH:28][cH:29][cH:30][cH:31]2)[cH:14][cH:15][cH:16][cH:17][cH:18]1.[cH:32]1[cH:33][cH:34][cH:35][cH:36][cH:37]1>>[CH:2]([C:3](=[O:4])[O:5][CH2:6][c:7]1[cH:8][cH:9][cH:10][cH:11][cH:12]1)=[P:19]([c:13]1[cH:14][cH:15][cH:16][cH:17][cH:18]1)([c:20]1[cH:21][cH:22][cH:23][cH:24][cH:25]1)[c:26]1[cH:27][cH:28][cH:29][cH:30][cH:31]1. The product is COC1=CC=C(C=C1)C(=O)C=1N(C=C(C1)C=O)CC=C ((4-formyl-1-(2-propenyl)-1H-pyrrol-2-yl) (4-methoxyphenyl) ketone). Reported procedure: Under nitrogen atmosphere, to a solution of the compound of Reference Example 5-2 (5 g) in THF (15 mL) was added KOtBu (3.07 g). Further, a solution of allyl bromide (4.51 g) in THF (9.0 mL) was added thereto, and the mixture was stirred at 45° C. for 2 hours. Water was added to the mixture, and the mixture was extracted twice with toluene. The organic layers were concentrated to give [1-(2-propenyl)-1H-pyrrol-2-yl][4-methoxyphenyl]ketone (6.00 g, 98%). To DMF (7.31 g) was added dropwise POCl3 (... The reactants are C(C)(=O)[O-].[Na+] (sodium acetate), CN(C)C=O (DMF), O=P(Cl)(Cl)Cl (POCl3), C(C=C)N1C(=CC=C1)C(=O)C1=CC=C(C=C1)OC ([1-(2-propenyl)-1H-pyrrol-2-yl][4-methoxyphenyl]ketone). Run in O (water), C1(=CC=CC=C1)C (toluene), C1CCOC1 (THF). Conditions: time 15 minute. RXN SMILES: CN([CH:4]=[O:5])C.O=P(Cl)(Cl)Cl.[CH2:11]([N:14]1[CH:18]=[CH:17][CH:16]=[C:15]1[C:19]([C:21]1[CH:26]=[CH:25][C:24]([O:27][CH3:28])=[CH:23][CH:22]=1)=[O:20])[CH:12]=[CH2:13].C([O-])(=O)C.[Na+]>C1(C)C=CC=CC=1.O.C1COCC1>[CH3:28][O:27][C:24]1[CH:23]=[CH:22][C:21]([C:19]([C:15]2[N:14]([CH2:11][CH:12]=[CH2:13])[CH:18]=[C:17]([CH:4]=[O:5])[CH:16]=2)=[O:20])=[CH:26][CH:25]=1 |f:3.4|. Reactants: C([O-])([O-])=O.[K+].[K+] (potassium carbonate), C(C1=CC=CC=C1)OC[C@H](CBr)C ((R)-(-)-3-benzyloxy-2-methylpropyl bromide), CNCCC1=CC(OC)=C(OC)C=C1 (N-methylhomoveratrylamine). The solvent is CN(C=O)C (dimethylformamide). Run at time 18 hour. Product: C(C1=CC=CC=C1)OC[C@H](CN(C)CCC1=CC(=C(C=C1)OC)OC)C (N-[(S)-3-(benzyloxy)-2-methylpropyl]-3,4-dimethoxy-N-methylphenethylamine). As a reaction SMILES: [CH3:1][NH:2][CH2:3][CH2:4][C:5]1[CH:14]=[CH:13][C:10]([O:11][CH3:12])=[C:7]([O:8][CH3:9])[CH:6]=1.C(=O)([O-])[O-].[K+].[K+].[CH2:21]([O:28][CH2:29][C@@H:30]([CH3:33])[CH2:31]Br)[C:22]1[CH:27]=[CH:26][CH:25]=[CH:24][CH:23]=1>CN(C)C=O>[CH2:21]([O:28][CH2:29][C@@H:30]([CH3:33])[CH2:31][N:2]([CH2:3][CH2:4][C:5]1[CH:14]=[CH:13][C:10]([O:11][CH3:12])=[C:7]([O:8][CH3:9])[CH:6]=1)[CH3:1])[C:22]1[CH:27]=[CH:26][CH:25]=[CH:24][CH:23]=1 |f:1.2.3|. Procedure details: A solution of 10.93 g (0.056 mol) of N-methylhomoveratrylamine in 50 ml of abs. dimethylformamide was treated at 5° with 15.7 g of potassium carbonate and 13.6 g (0.056 mol) of (R)-(-)-3-benzyloxy-2-methylpropyl bromide [Helv. Chim. Acta 60, 940, (1977)]. The mixture was stirred at room temperature for 18 hours and then evaporated under reduced pressure. The residue was taken up in a mixture of water and ethyl acetate. The organic extracts were dried over magnesium sulphate and evaporated under ... The reactants are S(O)(O)(=O)=O (sulfuric acid), Cl(=O)[O-].[Na+] (sodium chlorite), OO (hydrogen peroxide), crude crystals, C1(=CC=CC=C1)S(=O)(=O)OC1=CC2=C(SC=C2CO)C=C1 (5-Benzenesulfonyloxy-3-hydroxymethylbenzo[b]thiophene), C1(=CC=CC=C1)S(=O)(=O)OC1=CC=C(C=C1)SCC#C (4-(2-Propyn-1-ylthio)phenyl benzenesulfonate), Cl[O-].[Na+] (sodium hypochlorite), Cl[O-].[Na+] (sodium hypochlorite), S(=O)([O-])[O-].[Na+].[Na+] (sodium sulfite). The reagents and catalysts are CC1(CCCC(N1[O])(C)C)C (TEMPO). Run in C(C)#N (acetonitrile), C(C)#N (acetonitrile), O (water). Reaction conditions: time 15 minute. The product is C1(=CC=CC=C1)S(=O)(=O)OC1=CC2=C(SC=C2C(=O)O)C=C1 (5-Benzenesulfonyloxybenzo[b]thiophene-3-carboxylic acid). Isolated yield 51.7%. Reaction SMILES: [C:1]1([S:7]([O:10][C:11]2[CH:21]=[CH:20][C:14]3[S:15][CH:16]=[C:17]([CH2:18][OH:19])[C:13]=3[CH:12]=2)(=[O:9])=[O:8])[CH:6]=[CH:5][CH:4]=[CH:3][CH:2]=1.C1(S(OC2C=CC(SCC#C)=CC=2)(=O)=[O:29])C=CC=CC=1.Cl[O-].[Na+].S(=O)(=O)(O)O.S([O-])([O-])=O.[Na+].[Na+].Cl([O-])=O.[Na+].OO>C(#N)C.O.CC1(C)N([O])C(C)(C)CCC1>[C:1]1([S:7]([O:10][C:11]2[CH:21]=[CH:20][C:14]3[S:15][CH:16]=[C:17]([C:18]([OH:29])=[O:19])[C:13]=3[CH:12]=2)(=[O:8])=[O:9])[CH:6]=[CH:5][CH:4]=[CH:3][CH:2]=1 |f:2.3,5.6.7,8.9,^1:69|. Reported procedure: The compound (4) (51.26 g, 155 mmol) prepared in above (3) was dissolved in acetonitrile (1.54L), and TEMPO (2, 2, 6, 6-tetramethylpiperidine-1-oxyl, 250 mg, 0.01 eq.) was added thereto. To the mixture was added dropwise 0.81 N aqueous sodium hypochlorite, which had been prepared by diluting 1.63 N aqueous sodium hypochlorite (150 ml) with water (75 ml), adjusting pH 8.6 with 1 N sulfuric acid, and adjusting the total volume to 300 ml, over 15 minutes, while maintaining the inner temperature bet...